Dataset: the Open Reaction Database (ORD), a public repository of structured organic reaction records. Task: describe an organic reaction: reactants, conditions, products, and yield Reactants: O=C([O-])[O-], COc1ccc2c(c1)CCN(C1CCNCC1)C(=O)N2, CN1CCCC1=O, COc1cc(C(=O)N2CCc3cc(F)ccc32)cc(Cl)n1, [K+], [K+], CN(C)C=O. Product: COc1ccc2c(c1)CCN(C1CCN(c3cc(C(=O)N4CCc5cc(F)ccc54)cc(OC)n3)CC1)C(=O)N2. RXN SMILES: [C:42](=[O:43])([O-:44])[O-:45].[CH3:1][O:2][c:3]1[cH:4][cH:5][c:6]2[c:7]([cH:20]1)[CH2:8][CH2:9][N:10]([CH:14]1[CH2:15][CH2:16][NH:17][CH2:18][CH2:19]1)[C:11](=[O:13])[NH:12]2.[CH3:48][N:49]1[CH2:50][CH2:51][CH2:52][C:53]1=[O:54].[Cl:21][c:22]1[n:23][c:24]([O:40][CH3:41])[cH:25][c:26]([C:28](=[O:29])[N:30]2[CH2:31][CH2:32][c:33]3[cH:34][c:35]([F:39])[cH:36][cH:37][c:38]32)[cH:27]1.[K+:46].[K+:47].[O:55]=[CH:56][N:57]([CH3:58])[CH3:59]>>[CH3:1][O:2][c:3]1[cH:4][cH:5][c:6]2[c:7]([cH:20]1)[CH2:8][CH2:9][N:10]([CH:14]1[CH2:15][CH2:16][N:17]([c:22]3[n:23][c:24]([O:40][CH3:41])[cH:25][c:26]([C:28](=[O:29])[N:30]4[CH2:31][CH2:32][c:33]5[cH:34][c:35]([F:39])[cH:36][cH:37][c:38]54)[cH:27]3)[CH2:18][CH2:19]1)[C:11](=[O:13])[NH:12]2. Reactants: COC(=O)c1sc(-n2cnc3cnc(CO[Si](C)(C)C(C)(C)C)cc32)cc1OC(C)c1ccc(F)cc1C(F)(F)F, CO, N. Yields the product CC(Oc1cc(-n2cnc3cnc(CO[Si](C)(C)C(C)(C)C)cc32)sc1C(N)=O)c1ccc(F)cc1C(F)(F)F. RXN SMILES: [C:1]([CH3:2])([CH3:3])([CH3:4])[Si:5]([O:6][CH2:7][c:8]1[cH:9][c:10]2[c:11]([cH:12][n:13]1)[n:14][cH:15][n:16]2-[c:17]1[cH:18][c:19]([O:26][CH:27]([CH3:28])[c:29]2[c:30]([C:36]([F:37])([F:38])[F:39])[cH:31][c:32]([F:35])[cH:33][cH:34]2)[c:20]([C:22]([O:24][CH3:23])=[O:25])[s:21]1)([CH3:40])[CH3:41].[CH3:43][OH:44].[NH3:42]>>[C:1]([CH3:2])([CH3:3])([CH3:4])[Si:5]([O:6][CH2:7][c:8]1[cH:9][c:10]2[c:11]([cH:12][n:13]1)[n:14][cH:15][n:16]2-[c:17]1[cH:18][c:19]([O:26][CH:27]([CH3:28])[c:29]2[c:30]([C:36]([F:37])([F:38])[F:39])[cH:31][c:32]([F:35])[cH:33][cH:34]2)[c:20]([C:22](=[O:24])[NH2:42])[s:21]1)([CH3:40])[CH3:41]. The reactants are ClC=1C=C(C=CC1Cl)CC(=O)N([C@H](CN1CCCC1)C1=CC(=CC=C1)[N+](=O)[O-])C (2-(3,4-Dichlorophenyl)-N-methyl-N-[(1S)-1-(3-nitrophenyl)-2-(1-pyrrolidinyl)ethyl]acetamide), NN (hydrazine), NN (hydrazine). The reagents and catalysts are [Ni] (Ni), [Ni] (Ni). Run in CCO (EtOH). Run at temperature 55 celsius. Yields the product ClC=1C=C(C=CC1Cl)CC(=O)N([C@H](CN1CCCC1)C1=CC(=CC=C1)N)C (2-(3,4-Dichlorophenyl)-N-methyl-N-[(1S)-1-(3-aminophenyl)-2-(1-pyrrolidinyl)ethyl]acetamide). As a reaction SMILES: [Cl:1][C:2]1[CH:3]=[C:4]([CH2:9][C:10]([N:12]([CH3:29])[C@@H:13]([C:20]2[CH:25]=[CH:24][CH:23]=[C:22]([N+:26]([O-])=O)[CH:21]=2)[CH2:14][N:15]2[CH2:19][CH2:18][CH2:17][CH2:16]2)=[O:11])[CH:5]=[CH:6][C:7]=1[Cl:8].NN>CCO.[Ni]>[Cl:1][C:2]1[CH:3]=[C:4]([CH2:9][C:10]([N:12]([CH3:29])[C@@H:13]([C:20]2[CH:25]=[CH:24][CH:23]=[C:22]([NH2:26])[CH:21]=2)[CH2:14][N:15]2[CH2:19][CH2:18][CH2:17][CH2:16]2)=[O:11])[CH:5]=[CH:6][C:7]=1[Cl:8]. Reported procedure: A mixture of 14 (1.17 g, 2.68 mmol), hydrazine (1 mL, 32 mmol), and Raney-Ni in 95% EtOH (75 mL) was heated at 55° C. Small portions of Raney-Ni and hydrazine were added until TLC indicated completion of the reaction (2.5 h). The reaction was filtered through celite, and the Raney-Ni was washed with hot MeOH. The combined filtrates were evaporated under reduced pressure to yield 15 in quantitative yield. Further purification was achieved by gravity column chromatography with CHCl3 :1% MeOH:2% NH... Reactants: BrC1=C(C2=CC=CC=C2C(=C1CBr)OC)OC (2-bromo-3-bromomethyl-1,4-dimethoxynaphthalene), C(=O)([O-])[O-].[Ca+2] (CaCO3). Run in O (H2O), COCCOC (1,2-dimethoxyethane). Product: BrC1=C(C2=CC=CC=C2C(=C1CO)OC)OC (2-bromo-1,4-dimethoxy-3-hydroxymethylnapthalene). The yield is 104.4%. RXN SMILES: [Br:1][C:2]1[C:11]([CH2:12]Br)=[C:10]([O:14][CH3:15])[C:9]2[C:4](=[CH:5][CH:6]=[CH:7][CH:8]=2)[C:3]=1[O:16][CH3:17].C([O-])([O-])=[O:19].[Ca+2]>COCCOC.O>[Br:1][C:2]1[C:11]([CH2:12][OH:19])=[C:10]([O:14][CH3:15])[C:9]2[C:4](=[CH:5][CH:6]=[CH:7][CH:8]=2)[C:3]=1[O:16][CH3:17] |f:1.2|. Reported procedure: Following a modified procedure of Smith et al.,25 dibromide 36 (1.73 g, 4.80 mmol) was dissolved in 1,2-dimethoxyethane (50.0 mL), and then added to CaCO3 (2.50 g, 25.0 mmol) in H2O (50.0 mL) at room temperature. The reaction was heated under reflux for TIME and then cooled to room temperature. The reaction was extracted with EtOAc (75.0 mL), and the organic layers are washed with brine. The organic layer was dried over MgSO4 and filtered. The resulting pink solid was then purified by flash colu... Reactants: CC(=O)[O-], Cc1cc(C)cc(C(C)(C)C)c1, O=[N+]([O-])O. The product is Cc1cc(C(C)(C)C)cc(C)c1[N+](=O)[O-]. RXN SMILES: [CH3:17][C:18](=[O:19])[O-:20].[CH3:1][c:2]1[cH:3][c:4]([CH3:12])[cH:5][c:6]([C:8]([CH3:9])([CH3:10])[CH3:11])[cH:7]1.[OH:13][N+:14]([O-:15])=[O:16]>>[CH3:1][c:2]1[c:3]([N+:14](=[O:13])[O-:15])[c:4]([CH3:12])[cH:5][c:6]([C:8]([CH3:9])([CH3:10])[CH3:11])[cH:7]1. Reactants: 4-aminoquinolines, Cl (HCl), ClC1=CC=NC2=CC(=CC=C12)OC (4-chloro-7-methoxyquinoline), O1CCOCC1 (dioxane), [I-].[Na+] (sodium iodide), Si carbonate. Run in CCOCC (Et2O). Run at time 15 minute. The product is IC1=CC=NC2=CC(=CC=C12)OC (4-iodo-7-methoxyquinoline). As a reaction SMILES: Cl[C:2]1[C:11]2[C:6](=[CH:7][C:8]([O:12][CH3:13])=[CH:9][CH:10]=2)[N:5]=[CH:4][CH:3]=1.O1CCOCC1.Cl.[I-:21].[Na+]>CCOCC>[I:21][C:2]1[C:11]2[C:6](=[CH:7][C:8]([O:12][CH3:13])=[CH:9][CH:10]=2)[N:5]=[CH:4][CH:3]=1 |f:3.4|. Procedure details: The general procedure is described in Drake, N. L.; Creech, H. J.; Garman, J. A.; Haywood, S. T.; Peck, R. M.; Van Hook, J. O.; Walton, E., Synthetic antimalarials. The preparation of certain 4-aminoquinolines. Journal of the American Chemical Society 1946, 68, 1208-13. A dry 250 mL, 1-neck round bottomed flask was charged with 4-chloro-7-methoxyquinoline (1.77 g, 9.1 mmol), and 100 mL dry dioxane. The solution was treated with 20 mL 1N HCl in Et2O. The solution was occasionally swirled over a 1... The reactants are NC1=C(C=C(C=C1)C(C(=O)OCC)CC1CC1)OCC(F)(F)F (ethyl 2-(4-amino-3-(2,2,2-trifluoroethoxy)phenyl)-3-cyclopropylpropanoate), C1CC(=O)N(C1=O)Br (NBS). Solvent: O (water), C(Cl)(Cl)Cl (CHCl3). Reaction conditions: time 3 hour. Yields the product NC1=C(C=C(C=C1OCC(F)(F)F)C(C(=O)OCC)CC1CC1)Br (ethyl 2-(4-amino-3-bromo-5-(2,2,2-trifluoroethoxy)phenyl)-3-cyclopropylpropanoate). The yield is 108.1%. Reaction SMILES: [NH2:1][C:2]1[CH:7]=[CH:6][C:5]([CH:8]([CH2:14][CH:15]2[CH2:17][CH2:16]2)[C:9]([O:11][CH2:12][CH3:13])=[O:10])=[CH:4][C:3]=1[O:18][CH2:19][C:20]([F:23])([F:22])[F:21].C1C(=O)N([Br:31])C(=O)C1>C(Cl)(Cl)Cl.O>[NH2:1][C:2]1[C:3]([O:18][CH2:19][C:20]([F:21])([F:22])[F:23])=[CH:4][C:5]([CH:8]([CH2:14][CH:15]2[CH2:16][CH2:17]2)[C:9]([O:11][CH2:12][CH3:13])=[O:10])=[CH:6][C:7]=1[Br:31]. Procedure details: To a stirred solution of ethyl 2-(4-amino-3-(2,2,2-trifluoroethoxy)phenyl)-3-cyclopropylpropanoate (0.9 g, 2.7 mmol) in dry CHCl3 (50 mL), NBS (0.412 g, 2.3 mmol) was added at 0° C. The reaction mixture was allowed to stir for 3 h at room temperature to complete the reaction. The reaction mixture was diluted with water, extracted with DCM (2×50 mL), the combined organic solvents was dried over Na2SO4, filtered and concentrated under reduced pressure. The crude reaction mixture was purified by co... Reactants: CO, Cl, [Na+], [OH-], O, CCOC(=O)C1Cc2c(ncn2Cc2ccccc2O)CN1C(=O)C(c1ccccc1)c1ccccc1. The product is O=C(O)C1Cc2c(ncn2Cc2ccccc2O)CN1C(=O)C(c1ccccc1)c1ccccc1. Reaction SMILES: [CH3:42][OH:43].[ClH:40].[Na+:39].[OH-:38].[OH2:41].[OH:1][c:2]1[c:3]([CH2:8][n:9]2[cH:10][n:11][c:12]3[c:17]2[CH2:16][CH:15]([C:18](=[O:19])[O:20][CH2:21][CH3:22])[N:14]([C:23]([CH:24]([c:25]2[cH:26][cH:27][cH:28][cH:29][cH:30]2)[c:31]2[cH:32][cH:33][cH:34][cH:35][cH:36]2)=[O:37])[CH2:13]3)[cH:4][cH:5][cH:6][cH:7]1>>[OH:1][c:2]1[c:3]([CH2:8][n:9]2[cH:10][n:11][c:12]3[c:17]2[CH2:16][CH:15]([C:18](=[O:19])[OH:20])[N:14]([C:23]([CH:24]([c:25]2[cH:26][cH:27][cH:28][cH:29][cH:30]2)[c:31]2[cH:32][cH:33][cH:34][cH:35][cH:36]2)=[O:37])[CH2:13]3)[cH:4][cH:5][cH:6][cH:7]1.